From a dataset of the Open Reaction Database (ORD), a public repository of structured organic reaction records. describe an organic reaction: reactants, conditions, products, and yield The reactants are COC(=O)C1=CC2=CC=C(C=C2C=C1)O (6-hydroxy-2-naphthoic acid methyl ester), C(=O)([O-])[O-].[Cs+].[Cs+] (Cs2CO3), BrCC(=O)OC (methyl bromoacetate). The solvent is CCOC(=O)C (EtOAc), CC(=O)C (acetone). Product: COC(=O)C1=CC2=CC=C(C=C2C=C1)OCC(=O)OC (6-Methoxycarbonylmethoxy-2-naphthoic acid methyl ester). Isolated yield 84.6%. RXN SMILES: [CH3:1][O:2][C:3]([C:5]1[CH:14]=[CH:13][C:12]2[C:7](=[CH:8][CH:9]=[C:10]([OH:15])[CH:11]=2)[CH:6]=1)=[O:4].C([O-])([O-])=O.[Cs+].[Cs+].Br[CH2:23][C:24]([O:26][CH3:27])=[O:25]>CC(C)=O.CCOC(C)=O>[CH3:1][O:2][C:3]([C:5]1[CH:14]=[CH:13][C:12]2[C:7](=[CH:8][CH:9]=[C:10]([O:15][CH2:23][C:24]([O:26][CH3:27])=[O:25])[CH:11]=2)[CH:6]=1)=[O:4] |f:1.2.3|. Reported procedure: To a stirred solution of 6-hydroxy-2-naphthoic acid methyl ester (0.500 g, 2.47 mmol) in acetone (25 mL) at rt was added Cs2CO3 (0.886 g, 2.72 mmol) followed by methyl bromoacetate (0.257 mL, 2.72 mmol) dropwise. After 18 h at this temperature, it was diluted with EtOAc (200 mL). This layer was washed with 1 N HCl (20 mL), sat. aq. NaHCO3 (20 mL), and brine (20 mL) and then dried (MgSO4). After concentration, the residue was recrystallized from MeOH:H2O to afford the product (0.573 g, 85%) as a ... The reactants are N1=C(C=CC=C1)S (pyridine-2-thiol), C(=O)([O-])[O-].[K+].[K+] (K2CO3), CC1=CC(=C(C=C1)OS(=O)(=O)C(F)(F)F)[N+](=O)[O-] (trifluoro-methanesulfonic acid 4-methyl-2-nitro-phenyl ester). Run in CN(C)C=O (DMF), O (water). Product: CC1=CC(=C(C=C1)SC1=NC=CC=C1)[N+](=O)[O-] (2-(4-Methyl-2-nitro-phenylsulfanyl)-pyridine). Isolated yield 83.4%. As a reaction SMILES: [CH3:1][C:2]1[CH:7]=[CH:6][C:5](OS(C(F)(F)F)(=O)=O)=[C:4]([N+:16]([O-:18])=[O:17])[CH:3]=1.[N:19]1[CH:24]=[CH:23][CH:22]=[CH:21][C:20]=1[SH:25].C([O-])([O-])=O.[K+].[K+]>CN(C=O)C.O>[CH3:1][C:2]1[CH:7]=[CH:6][C:5]([S:25][C:20]2[CH:21]=[CH:22][CH:23]=[CH:24][N:19]=2)=[C:4]([N+:16]([O-:18])=[O:17])[CH:3]=1 |f:2.3.4|. Procedure: The title compound was prepared from the reaction of trifluoro-methanesulfonic acid 4-methyl-2-nitro-phenyl ester (3.50 g, 12.27 mmol) reacting with pyridine-2-thiol (2.046 g, 18.41 mmol), and K2CO3 (2.968 g, 21.48 mmol) in DMF at 100° C. for 16 h the reaction mixture was then cooled to room temperature and diluted with water, extracted with EtOAc Dried over Na2SO4, filtered and concentrated under vacuum giving the title compound (2.52 g, 78%). The reactants are [Cl-].[NH4+] (ammonium chloride), [H-].[Na+] (sodium hydride), BrCC(=O)OCC (ethyl bromoacetate), FC1=C(C=C2NC(C(N(C2=C1)O)=O)=O)[N+](=O)[O-] (7-fluoro-1-hydroxy-6-nitro-2,3(1H,4H)-quinoxalinedione). Product: O=C1N(C2=CC(=C(C=C2NC1=O)[N+](=O)[O-])F)OCC(=O)OCC (ethyl 2-[(2,3-dioxo-7-fluoro-6-nitro-1,2,3,4-tetrahydroquinoxalinyl)oxy]acetate). Reaction SMILES: [F:1][C:2]1[CH:11]=[C:10]2[C:5]([NH:6][C:7](=[O:14])[C:8](=[O:13])[N:9]2[OH:12])=[CH:4][C:3]=1[N+:15]([O-:17])=[O:16].[H-].[Na+].Br[CH2:21][C:22]([O:24][CH2:25][CH3:26])=[O:23].[Cl-].[NH4+]>CN(C=O)C>[O:13]=[C:8]1[C:7](=[O:14])[NH:6][C:5]2[C:10](=[CH:11][C:2]([F:1])=[C:3]([N+:15]([O-:17])=[O:16])[CH:4]=2)[N:9]1[O:12][CH2:21][C:22]([O:24][CH2:25][CH3:26])=[O:23] |f:1.2,4.5|. Run in CN(C)C=O (DMF). Procedure details: In 20 ml of DMF, 500 mg of 7-fluoro-1-hydroxy-6-nitro-2,3(1H,4H)-quinoxalinedione was dissolved. To the aresulting solution, 83 mg of sodium hydride was added, followed by stirring for 10 minutes. To the reaction -z mixture, 218 ml of ethyl bromoacetate was added, followed by reaction for 2 days. The reaction mixture was poured into a saturated aqueous solution of ammonium chloride, followed by extraction with chloroform three times. The organic layer was concentrated, followed by recrystallizat... Reaction conditions: time 10 minute. RXN SMILES: [O:1]1[CH2:6][CH2:5][N:4]([C:7]2[CH:15]=[CH:14][C:10]([C:11]([O-:13])=O)=[CH:9][CH:8]=2)[CH2:3][CH2:2]1.[NH2:16][C:17]1[CH:45]=[CH:44][C:20]2[N:21]=[C:22]([C:24]3[CH:29]=[CH:28][C:27]([N:30]4[CH2:35][CH2:34][CH:33]([CH2:36][CH2:37][N:38]5[CH2:43][CH2:42][O:41][CH2:40][CH2:39]5)[CH2:32][CH2:31]4)=[CH:26][CH:25]=3)[NH:23][C:19]=2[CH:18]=1>>[O:41]1[CH2:42][CH2:43][N:38]([CH2:37][CH2:36][CH:33]2[CH2:32][CH2:31][N:30]([C:27]3[CH:26]=[CH:25][C:24]([C:22]4[NH:21][C:20]5[CH:44]=[CH:45][C:17]([NH:16][C:11](=[O:13])[C:10]6[CH:9]=[CH:8][C:7]([N:4]7[CH2:3][CH2:2][O:1][CH2:6][CH2:5]7)=[CH:15][CH:14]=6)=[CH:18][C:19]=5[N:23]=4)=[CH:29][CH:28]=3)[CH2:35][CH2:34]2)[CH2:39][CH2:40]1. Procedure details: Compound 446 was prepared from 4-morpholinobenzoate and 5-amino-2-(4-(4-(2-morpholinoethyl)piperidino)phenyl)benzimidazole by standard conditions. [M+H]+ calcd for: C35H42N6O3; 595.33 found: 595.12. The reactants are O1CCN(CC1)C1=CC=C(C(=O)[O-])C=C1 (4-morpholinobenzoate), NC1=CC2=C(N=C(N2)C2=CC=C(C=C2)N2CCC(CC2)CCN2CCOCC2)C=C1 (5-amino-2-(4-(4-(2-morpholinoethyl)piperidino)phenyl)benzimidazole). The product is O1CCN(CC1)CCC1CCN(CC1)C1=CC=C(C=C1)C1=NC2=C(N1)C=CC(=C2)NC(C2=CC=C(C=C2)N2CCOCC2)=O (N-(2-(4-(4-(2-Morpholinoethyl)piperidino)phenyl)-1H-benzimidazol-5-yl)-4-morpholinobenzamide).